From a dataset of the Open Reaction Database (ORD), a public repository of structured organic reaction records. describe an organic reaction: reactants, conditions, products, and yield Product: N[C@H](C(=O)OCC1=CC=CC=C1)CC(=O)OC ((S)-1-benzyl 4-methyl 2-aminosuccinate). Conditions: time 29 hour. The reactants are ice water, N[C@@H](CC(=O)O)C(=O)OCC1=CC=CC=C1 ((S)-3-amino-4-(benzyloxy)-4-oxobutanoic acid), CO (MeOH), O=S(Cl)Cl (SOCl2). Procedure: SOCl2 (6.60 mL, 90.5 mmol) was added drop-wise over 15 min to a cooled (ice-water) mixture of (S)-3-amino-4-(benzyloxy)-4-oxobutanoic acid (10.04 g, 44.98 mmol) and MeOH (300 mL), the cooling bath was removed and the reaction mixture was stirred at ambient condition for 29 hr. Most of the volatile component was removed in vacuo and the residue was carefully partitioned between EtOAc (150 mL) and saturated NaHCO3 solution. The aqueous phase was extracted with EtOAc (150 mL, 2×), and the combined ... RXN SMILES: O=S(Cl)Cl.[NH2:5][C@H:6]([C:11]([O:13][CH2:14][C:15]1[CH:20]=[CH:19][CH:18]=[CH:17][CH:16]=1)=[O:12])[CH2:7][C:8]([OH:10])=[O:9].[CH3:21]O>>[NH2:5][C@@H:6]([CH2:7][C:8]([O:10][CH3:21])=[O:9])[C:11]([O:13][CH2:14][C:15]1[CH:20]=[CH:19][CH:18]=[CH:17][CH:16]=1)=[O:12].